Dataset: the Open Reaction Database (ORD), a public repository of structured organic reaction records. Task: describe an organic reaction: reactants, conditions, products, and yield Run in CCO (EtOH). RXN SMILES: COCCOC[O:7][C:8]1[CH:13]=[CH:12][C:11]([C@@H:14]2[CH2:16][C@H:15]2[NH2:17])=[CH:10][CH:9]=1.[CH3:18][C:19]1[CH:20]=[CH:21][C:22]([S:25]([OH:28])(=[O:27])=[O:26])=[CH:23][CH:24]=1.O.[OH-].[Na+].O>CCO>[NH2:17][C@@H:15]1[CH2:16][C@H:14]1[C:11]1[CH:12]=[CH:13][C:8]([OH:7])=[CH:9][CH:10]=1.[CH3:18][C:19]1[CH:24]=[CH:23][C:22]([S:25]([OH:28])(=[O:27])=[O:26])=[CH:21][CH:20]=1 |f:1.2,3.4|. Starting materials: [OH-].[Na+] (NaOH), COCCOCOC1=CC=C(C=C1)[C@H]1[C@@H](C1)N ((trans)-2-(4-((2-methoxyethoxy)methoxy)phenyl)cyclopropanamine), COCCOCOC1=CC=C(C=C1)[C@H]1[C@@H](C1)N ((trans)-2-(4-((2-methoxyethoxy)methoxy)phenyl)cyclopropanamine), CC=1C=CC(=CC1)S(=O)(=O)O.O (p-TsOH.H2O), O (water). Reported procedure: A solution of (trans)-2-(4-((2-methoxyethoxy)methoxy)phenyl)cyclopropanamine (Intermediate L, 62 mg, 0.26 mmol) and p-TsOH.H2O (60 mg, 0.31 mmol) in EtOH (5 mL) was heated at 75° C. for 2 h. The pH of the reaction was adjusted to 7 with NaOH (10% aqueous solution), the mixture was poured into water (10 mL) and extracted with EtOAc (4×10 mL). The organic layer was washed with brine (10 mL), dried over anhydrous Na2SO4 and filtered. After removal of the solvent a brownish residue was obtained (44 ... Yields the product N[C@H]1[C@@H](C1)C1=CC=C(C=C1)O (4-((trans)-2-aminocyclopropyl)phenol), CC=1C=CC(=CC1)S(=O)(=O)O (p-TsOH).